This data is from the Open Reaction Database (ORD), a public repository of structured organic reaction records. The task is: describe an organic reaction: reactants, conditions, products, and yield Reactants: C(C)(C)N1N=C(C=C1C(=O)O)C (1-isopropyl-3-methyl-1H-pyrazole-5-carboxylic acid), NC=1C=C(OC=2C=CC=3N(C2)N=C(N3)NC(=O)C3CC3)C=CC1 (N-[6-(3-aminophenoxy)[1,2,4]triazolo[1,5-a]pyridin-2-yl]cyclopropanecarboxamide), O1CCCC1 (tetrahydrofuran), C(C(=O)Cl)(=O)Cl (oxalyl chloride). The reagents and catalysts are CN(C=O)C (N,N-dimethylformamide). The solvent is CN(C(C)=O)C (N,N-dimethylacetamide). Product: C1(CC1)C(=O)NC1=NN2C(C=CC(=C2)OC=2C=C(C=CC2)NC(=O)C2=CC(=NN2C(C)C)C)=N1 (N-[3-({2-[(cyclopropylcarbonyl)amino][1,2,4]triazolo[1,5-a]pyridin-6-yl}oxy)phenyl]-1-isopropyl-3-methyl-1H-pyrazole-5-carboxamide). The yield is 88.9%. Reaction SMILES: [CH:1]([N:4]1[C:8]([C:9]([OH:11])=O)=[CH:7][C:6]([CH3:12])=[N:5]1)([CH3:3])[CH3:2].O1CCCC1.C(Cl)(=O)C(Cl)=O.[NH2:24][C:25]1[CH:26]=[C:27]([CH:44]=[CH:45][CH:46]=1)[O:28][C:29]1[CH:30]=[CH:31][C:32]2[N:33]([N:35]=[C:36]([NH:38][C:39]([CH:41]3[CH2:43][CH2:42]3)=[O:40])[N:37]=2)[CH:34]=1>CN(C)C=O.CN(C)C(=O)C>[CH:41]1([C:39]([NH:38][C:36]2[N:37]=[C:32]3[CH:31]=[CH:30][C:29]([O:28][C:27]4[CH:26]=[C:25]([NH:24][C:9]([C:8]5[N:4]([CH:1]([CH3:2])[CH3:3])[N:5]=[C:6]([CH3:12])[CH:7]=5)=[O:11])[CH:46]=[CH:45][CH:44]=4)=[CH:34][N:33]3[N:35]=2)=[O:40])[CH2:42][CH2:43]1. Procedure: In the same manner as in Example 18-4 and using 1-isopropyl-3-methyl-1H-pyrazole-5-carboxylic acid (218 mg, 1.29 mmol), tetrahydrofuran (7 mL), oxalyl chloride (169 μL, 1.94 mmol), N-[6-(3-aminophenoxy)[1,2,4]triazolo[1,5-a]pyridin-2-yl]cyclopropanecarboxamide (200 mg, 0.646 mmol), N,N-dimethylformamide (1 drop) and N,N-dimethylacetamide (3 mL) as starting materials, the title compound (264 mg, 89%) was obtained as a white solid. Reactants: CCS(=O)(=O)c1ccc(C#N)cc1, CO, N, C1CCOC1. The product is CCS(=O)(=O)c1ccc(CN)cc1. RXN SMILES: [CH2:1]([CH3:2])[S:3](=[O:4])(=[O:5])[c:6]1[cH:7][cH:8][c:9]([C:10]#[N:11])[cH:12][cH:13]1.[CH3:15][OH:16].[NH3:14].[O:17]1[CH2:18][CH2:19][CH2:20][CH2:21]1>>[CH2:1]([CH3:2])[S:3](=[O:4])(=[O:5])[c:6]1[cH:7][cH:8][c:9]([CH2:10][NH2:11])[cH:12][cH:13]1.